Task: describe an organic reaction: reactants, conditions, products, and yield. Dataset: the Open Reaction Database (ORD), a public repository of structured organic reaction records The reactants are BrC1=C2CCCC(C2=CC=C1)CCO (5-bromo-1-(2-hydroxyethyl)-1,2,3,4-tetrahydronaphthalene), Cl.N1(C=NC=C1)CCC1C=2C=CC=C(C2CCC1)C(=O)O (5-(2-(1-imidazolyl)ethyl)-5,6,7,8-tetrahydro-1-naphthalenecarboxylic acid hydrochloride), Cl.N1(C=NC=C1)CCC1C=2C=CC=C(C2CCC1)C(=O)O (5-(2-(1-imidazolyl)ethyl)-5,6,7,8-tetrahydro-1-naphthalenecarboxylic acid hydrochloride), Cl.N1=CC(=CC=C1)CC1CC=2C=CC(=CC2CC1)C(=O)O (6-(3-pyridylmethyl)-5,6,7,8-tetrahydro-2-naphthalenecarboxylic acid hydrochloride), S1C=NC=C1CCC1C=2C=CC(=CC2CCC1)C(=O)[O-].[Na+] (sodium 5-(2-(5-thiazolyl)ethyl)-5,6,7,8-tetrahydro-2-naphthalenecarboxylate). The product is NC=1SC(=CN1)CCC1C=2C=CC=C(C2CCC1)C(=O)OCC (ethyl 5-(2-(2-amino-5-thiazolyl)ethyl)-5,6,7,8-tetrahydro-1-naphthalenecarboxylate). RXN SMILES: BrC1C=CC=C2C=1CCCC2[CH2:12][CH2:13][OH:14].Cl.N1C=CC=C(CC2CCC3C=C([C:33](O)=[O:34])C=CC=3C2)C=1.[S:36]1[C:40]([CH2:41][CH2:42][CH:43]2[CH2:52][CH2:51][CH2:50][C:49]3[CH:48]=[C:47](C([O-])=O)[CH:46]=[CH:45][C:44]2=3)=[CH:39][N:38]=[CH:37]1.[Na+].Cl.[N:58]1(CCC2CCCC3C(C(O)=O)=CC=CC2=3)C=CN=C1>>[NH2:58][C:37]1[S:36][C:40]([CH2:41][CH2:42][CH:43]2[CH2:52][CH2:51][CH2:50][C:49]3[C:48]([C:33]([O:14][CH2:13][CH3:12])=[O:34])=[CH:47][CH:46]=[CH:45][C:44]2=3)=[CH:39][N:38]=1 |f:1.2,3.4,5.6|. Reported procedure: 5-bromo-1-(2-hydroxyethyl)-1,2,3,4-tetrahydronaphthalene was allowed to react using procedures analogous to those described in step (7) of Referential Example 1, steps (2) and (3) of Referential Example 2, steps (3), (4), (5) and (6) of Referential Example 1 and steps (5) and (6) of Referential Example 2 to give ethyl 5-(2-(2-amino-5-thiazolyl)ethyl)-5,6,7,8-tetrahydro-1-naphthalenecarboxylate as an oil. Run in C(C)O (ethanol). Yield: 31.4%. Conditions: temperature 150 celsius, time 1 hour. RXN SMILES: CO[C:3]([C:5]1[N:6]=[C:7]([C:25]#[N:26])[C:8]2[C:13]([C:14]=1[OH:15])=[CH:12][CH:11]=[C:10]([O:16][C:17]1[CH:22]=[CH:21][CH:20]=[CH:19][C:18]=1[CH2:23][CH3:24])[CH:9]=2)=[O:4].[CH2:27]([O:29][C:30](=[O:36])[C:31]([CH3:35])([CH3:34])[CH2:32][NH2:33])[CH3:28]>C(O)C>[CH2:27]([O:29][C:30](=[O:36])[C:31]([CH3:35])([CH3:34])[CH2:32][NH:33][C:3]([C:5]1[N:6]=[C:7]([C:25]#[N:26])[C:8]2[C:13]([C:14]=1[OH:15])=[CH:12][CH:11]=[C:10]([O:16][C:17]1[CH:22]=[CH:21][CH:20]=[CH:19][C:18]=1[CH2:23][CH3:24])[CH:9]=2)=[O:4])[CH3:28]. Procedure details: A mixture of 1-Cyano-7-(2-ethyl-phenoxy)-4-hydroxy-isoquinoline-3-carboxylic acid methyl ester (50 mg, 0.14 mmole) and 3-amino-2,2-dimethyl-propionic acid ethyl ester (41 mg, 0.43 mmole) in anhydrous ethanol (0.7 ml) was stirred at 130° C. for two hours and 150° C. for one hour before it was cooled to room temperature, concentrated and by flash column chromatography on silica gel with a gradient of ethyl acetate and hexanes to give the title compound as a colorless oil (20.3 mg): MS: (+) m/z 462... The product is C(C)OC(C(CNC(=O)C=1N=C(C2=CC(=CC=C2C1O)OC1=C(C=CC=C1)CC)C#N)(C)C)=O (3-{[1-Cyano-7-(2-ethyl-phenoxy)-4-hydroxy-isoquinoline-3-carbonyl]amino}-2,2-dimethyl-propionic acid ethyl ester). Starting materials: COC(=O)C=1N=C(C2=CC(=CC=C2C1O)OC1=C(C=CC=C1)CC)C#N (1-Cyano-7-(2-ethyl-phenoxy)-4-hydroxy-isoquinoline-3-carboxylic acid methyl ester), C(C)OC(C(CN)(C)C)=O (3-amino-2,2-dimethyl-propionic acid ethyl ester). Starting materials: O1[C@@H](C1)COC=1C=CC2=C(N=C(S2)C)C1 (5-[((2S)oxiran-2-yl)methoxy]-2-methylbenzothiazole), ( 3 ), N1(CCNCC1)C(=O)OC(C)(C)C (tert-butyl 1-piperazinecarboxylate), ( 4 ), [Yb] (ytterbium). Run in C(Cl)Cl (methylene chloride). Run at time 8 hour. Yields the product CC=1SC2=C(N1)C=C(C=C2)OC[C@H](CC)O ((2S)-1-(2-methylbenzothiazol-5-yloxy)butan-2-ol), N1(CCNCC1)C(=O)OC(C)(C)C (tert butyl piperazinecarboxylate). RXN SMILES: [O:1]1[CH2:3][C@H:2]1[CH2:4][O:5][C:6]1[CH:7]=[CH:8][C:9]2[S:13][C:12]([CH3:14])=[N:11][C:10]=2[CH:15]=1.[N:16]1([C:22]([O:24][C:25]([CH3:28])([CH3:27])[CH3:26])=[O:23])[CH2:21][CH2:20][NH:19][CH2:18][CH2:17]1.[Yb]>C(Cl)Cl>[CH3:14][C:12]1[S:13][C:9]2[CH:8]=[CH:7][C:6]([O:5][CH2:4][C@@H:2]([OH:1])[CH2:3][CH3:17])=[CH:15][C:10]=2[N:11]=1.[N:16]1([C:22]([O:24][C:25]([CH3:28])([CH3:27])[CH3:26])=[O:23])[CH2:21][CH2:20][NH:19][CH2:18][CH2:17]1. Procedure: To a solution of 5-[((2S)oxiran-2-yl)methoxy]-2-methylbenzothiazole, a compound of formula (3) (6.2 g, 28 mmol), and tert-butyl 1-piperazinecarboxylate, a compound of formula (4) (5.7 g, 31 mmol), in methylene chloride (200 ml), was added ytterbium (111) trifluoromethanesulfonate (1.73 g, 28 mmol). The resulting solution was allowed to stir at room temperature overnight. The solvent was evaporated (in vacuo), to yield a semi-solid, which was chromatographed on silica gel, eluting with 5% methano... Starting materials: C1COCCN1, CN(C)P(=O)(N(C)C)N(C)C, CCOC(C)=O, CC1CCc2c(Br)c(F)cc3c(=O)c(C(=O)O)cn1c23. The product is CC1CCc2c(N3CCOCC3)c(F)cc3c(=O)c(C(=O)O)cn1c23. RXN SMILES: [CH2:21]1[CH2:22][O:23][CH2:24][CH2:25][NH:26]1.[CH3:27][N:28]([CH3:29])[P:30](=[O:31])([N:32]([CH3:33])[CH3:34])[N:35]([CH3:36])[CH3:37].[CH3:38][CH2:39][O:40][C:41](=[O:42])[CH3:43].[F:1][c:2]1[c:3]([Br:20])[c:4]2[c:13]3[n:8]([cH:9][c:10]([C:16](=[O:17])[OH:18])[c:11](=[O:15])[c:12]3[cH:14]1)[CH:7]([CH3:19])[CH2:6][CH2:5]2>>[F:1][c:2]1[c:3]([N:26]2[CH2:21][CH2:22][O:23][CH2:24][CH2:25]2)[c:4]2[c:13]3[n:8]([cH:9][c:10]([C:16](=[O:17])[OH:18])[c:11](=[O:15])[c:12]3[cH:14]1)[CH:7]([CH3:19])[CH2:6][CH2:5]2. The reactants are ClC=1C=C(C=CC1)N1C(NNC1=O)=O (4-(3-chlorophenyl) urazole), 16g, [OH-].[Na+] (sodium hydroxide), ClC(SCl)(Cl)Cl (trichloromethylsulfenyl chloride), 3g. The solvent is O (water), O (water), O (water). Yields the product 70g, ClC=1C=C(C=CC1)N1C(N(N(C1=O)SC(Cl)(Cl)Cl)SC(Cl)(Cl)Cl)=O (4-(3-chlorophenyl)-1,2-bis-(trichloromethylthio) urazole). The yield is 69.0%. Reaction SMILES: [Cl:1][C:2]1[CH:3]=[C:4]([N:8]2[C:12](=[O:13])[NH:11][NH:10][C:9]2=[O:14])[CH:5]=[CH:6][CH:7]=1.[OH-].[Na+].[Cl:17][C:18]([Cl:22])([Cl:21])[S:19]Cl>O>[Cl:1][C:2]1[CH:3]=[C:4]([N:8]2[C:9](=[O:14])[N:10]([S:19][C:18]([Cl:22])([Cl:21])[Cl:17])[N:11]([S:19][C:18]([Cl:22])([Cl:21])[Cl:17])[C:12]2=[O:13])[CH:5]=[CH:6][CH:7]=1 |f:1.2|. Reported procedure: To a solution of 42.2g (0.2 mole) 4-(3-chlorophenyl) urazole in 200 ml water was added a solution of 16g (0.4 mole) sodium hydroxide in 20 ml water. A mixture of 74.4g (0.4 mole) trichloromethylsulfenyl chloride and 3g of an emulsifier solution (as in example 1) in 50 ml water was added dropwise to the above basic solution while keeping the reaction mixture at 0° C. The reactants were mixed so that the reaction mixture was kept at a pH greater than 7. The precipitate that formed was filtered and... The reactants are ClCCl, ON=Cc1ccccc1F. The product is ON=C(Cl)c1ccccc1F. Reaction SMILES: [Cl:11][CH2:12][Cl:13].[F:1][c:2]1[c:3]([CH:4]=[N:5][OH:6])[cH:7][cH:8][cH:9][cH:10]1>>[F:1][c:2]1[c:3]([C:4](=[N:5][OH:6])[Cl:11])[cH:7][cH:8][cH:9][cH:10]1. Reactants: C(CCC)N1C(=O)NC(=O)N=C1 (1-n-butyl-5-azauracil), CN1C(=O)NC(=O)N=C1 (1-methyl-5-azauracil). Product: C(CCC)N1C(NC(NC1)=O)=O (5-n-butyl-5,6-dihydro-s-triazine-2,4-(1H,3H)-dione). The yield is 67.0%. As a reaction SMILES: [CH2:1]([N:5]1[CH:12]=[N:11][C:9](=[O:10])[NH:8][C:6]1=[O:7])[CH2:2][CH2:3][CH3:4].CN1C=NC(=O)NC1=O>>[CH2:1]([N:5]1[CH2:12][NH:11][C:9](=[O:10])[NH:8][C:6]1=[O:7])[CH2:2][CH2:3][CH3:4]. Procedure: Following the procedure described in Preparation 2, Part C, above, but substituting the 1-n-butyl-5-azauracil prepared in Part B, above, for the 1-methyl-5-azauracil, there is prepared 40 gm. (67% yield) of the desired new precursor 5-n-butyl-5,6-dihydro-s-triazine-2,4-(1H,3H)-dione having a melting point of 205° C. to 207° C. The reactants are FC1=CC=C(C=C1)C(CCC(C(NC1=CC=C(C=C1)F)C1=CC=C(C#N)C=C1)C(=O)N1C(OCC1C1=CC=CC=C1)=O)O (4-[5-(4-Fluorophenyl)-1-(4-fluorophenylamino)-5-hydroxy-2-(2-oxo-4-phenyloxazolidine-3-carbonyl)-pentyl]-benzonitrile), O.O.O.[F-].C(CCC)[N+](CCCC)(CCCC)CCCC (tetrabutylammonium fluoride trihydrate), C[Si](C)(C)C(C(=O)N)[Si](C)(C)C (bistrimethylsilyl acetamide), C(C)(=O)O (acetic acid). Solvent: COC(C)(C)C (methyl-tert-butyl ether). Conditions: temperature 40 celsius, time 30 minute. The product is FC1=CC=C(C=C1)N1C(C(C1=O)CCC(O)C1=CC=C(C=C1)F)C1=C(C#N)C=CC=C1 ({1-(4-Fluorophenyl)-3-[3-(4-fluorophenyl)-3-hydroxypropyl]-4-oxoazetidin-2-yl}-benzonitrile). RXN SMILES: [F:1][C:2]1[CH:7]=[CH:6][C:5]([CH:8]([OH:43])[CH2:9][CH2:10][CH:11]([C:29](N2C(C3C=CC=CC=3)COC2=O)=[O:30])[CH:12]([C:21]2[CH:28]=[CH:27][C:24](C#N)=[CH:23][CH:22]=2)[NH:13][C:14]2[CH:19]=[CH:18][C:17]([F:20])=[CH:16][CH:15]=2)=[CH:4][CH:3]=1.O.O.O.[F-].[CH2:48]([N+:52](CCCC)(CCCC)CCCC)CCC.C[Si](C([Si](C)(C)C)C(N)=O)(C)C.C(O)(=O)C>COC(C)(C)C>[F:20][C:17]1[CH:18]=[CH:19][C:14]([N:13]2[C:29](=[O:30])[CH:11]([CH2:10][CH2:9][CH:8]([C:5]3[CH:6]=[CH:7][C:2]([F:1])=[CH:3][CH:4]=3)[OH:43])[CH:12]2[C:21]2[CH:28]=[CH:27][CH:24]=[CH:23][C:22]=2[C:48]#[N:52])=[CH:15][CH:16]=1 |f:1.2.3.4.5|. Procedure details: 2 g of 4-[5-(4-Fluorophenyl)-1-(4-fluorophenylamino)-5-hydroxy-2-(2-oxo-4-phenyl-oxazolidine-3-carbonyl)-pentyl]-benzonitrile (15) were dissolved in 20 ml of methyl-tert-butyl ether and, together with 100 mg of tetrabutylammonium fluoride trihydrate and 1.3 ml of bistrimethylsilyl acetamide, heated at 40° C. for about 1 h. The reaction was monitored by thin-layer chromatography. After the reaction ended, 0.2 ml of glacial acetic acid was initially added and the mixture was stirred for 30 min and... Starting materials: [BH3-]C#N, CCC1(C)CN(Cc2ccccc2)CCC1=O, CO, CC(=O)[O-], [NH4+], [Na+]. The product is CCC1(C)CN(Cc2ccccc2)CCC1N. As a reaction SMILES: [C:23](#[N:24])[BH3-:25].[CH2:6]([c:7]1[cH:8][cH:9][cH:10][cH:11][cH:12]1)[N:13]1[CH2:14][C:15]([CH3:20])([CH2:21][CH3:22])[C:16](=[O:19])[CH2:17][CH2:18]1.[CH3:27][OH:28].[CH3:2][C:3](=[O:4])[O-:5].[NH4+:1].[Na+:26]>>[CH2:6]([c:7]1[cH:8][cH:9][cH:10][cH:11][cH:12]1)[N:13]1[CH2:14][C:15]([CH3:20])([CH2:21][CH3:22])[CH:16]([NH2:24])[CH2:17][CH2:18]1.